From a dataset of the Open Reaction Database (ORD), a public repository of structured organic reaction records. describe an organic reaction: reactants, conditions, products, and yield Reactants: CNC (dimethylamine), CC1(S(CCC(C1)C1=CNC2=C(C=C(C=C12)C1=CSC(=C1)C=O)C(=O)N)(=O)=O)C (3-(2,2-Dimethyl-1,1-dioxidotetrahydro-2H-thiopyran-4-yl)-5-(5-formyl-3-thienyl)-1H-indole-7-carboxamide), C(C)(=O)O[BH-](OC(C)=O)OC(C)=O.[Na+] (sodium triacetoxyborohydride). Reagents/catalysts: C(C)(=O)O (acetic acid). The solvent is CS(=O)C (dimethyl sulfoxide). The product is CN(C)CC1=CC(=CS1)C=1C=C2C(=CNC2=C(C1)C(=O)N)C1CC(S(CC1)(=O)=O)(C)C (5-{5-[(Dimethylamino)methyl]-3-thienyl}-3-(2,2-dimethyl-1,1-dioxidotetrahydro-2H-thiopyran-4-yl)-1H-indole-7-carboxamide). The yield is 37.3%. As a reaction SMILES: [CH3:1][C:2]1([CH3:29])[CH2:7][CH:6]([C:8]2[C:16]3[C:11](=[C:12]([C:24]([NH2:26])=[O:25])[CH:13]=[C:14]([C:17]4[CH:21]=[C:20]([CH:22]=O)[S:19][CH:18]=4)[CH:15]=3)[NH:10][CH:9]=2)[CH2:5][CH2:4][S:3]1(=[O:28])=[O:27].[CH3:30][NH:31][CH3:32].C(O[BH-](OC(=O)C)OC(=O)C)(=O)C.[Na+]>CS(C)=O.C(O)(=O)C>[CH3:30][N:31]([CH2:22][C:20]1[S:19][CH:18]=[C:17]([C:14]2[CH:15]=[C:16]3[C:11](=[C:12]([C:24]([NH2:26])=[O:25])[CH:13]=2)[NH:10][CH:9]=[C:8]3[CH:6]2[CH2:5][CH2:4][S:3](=[O:27])(=[O:28])[C:2]([CH3:29])([CH3:1])[CH2:7]2)[CH:21]=1)[CH3:32] |f:2.3|. Reported procedure: 3-(2,2-Dimethyl-1,1-dioxidotetrahydro-2H-thiopyran-4-yl)-5-(5-formyl-3-thienyl)-1H-indole-7-carboxamide (30 mg, 0.070 mmol) was dissolved in dimethyl sulfoxide (1.5 mL) and put in a microwave vial. The mixture was stirred and 1-2 drops of acetic acid was added, dimethylamine (0.348 mL, 0.697 mmol) was added. The mixture was stirred 2 hours at 23° C., before adding sodium triacetoxyborohydride polymer bound (299 mg, 0.697 mmol). The vial was sealed using a silicon septum, and the mixture left sti... The reactants are C1CCC2=NCCCN2CC1, COCCOC, CS(=O)c1nc(N)nc(-c2ccccn2)c1C#N, OCc1ccccn1. Product: N#Cc1c(OCc2ccccn2)nc(N)nc1-c1ccccn1. As a reaction SMILES: [CH2:27]1[CH2:28][CH2:29][C:30]2=[N:35][CH2:34][CH2:33][CH2:32][N:31]2[CH2:36][CH2:37]1.[CH3:38][O:39][CH2:40][CH2:41][O:42][CH3:43].[NH2:1][c:2]1[n:3][c:4](-[c:13]2[n:14][cH:15][cH:16][cH:17][cH:18]2)[c:5]([C:11]#[N:12])[c:6]([S:8]([CH3:9])=[O:10])[n:7]1.[OH:19][CH2:20][c:21]1[n:22][cH:23][cH:24][cH:25][cH:26]1>>[NH2:1][c:2]1[n:3][c:4](-[c:13]2[n:14][cH:15][cH:16][cH:17][cH:18]2)[c:5]([C:11]#[N:12])[c:6]([O:19][CH2:20][c:21]2[n:22][cH:23][cH:24][cH:25][cH:26]2)[n:7]1. Product: ClC=1N=C(SC1)C1C(CN2C(=C3C(=C12)N(C(N(C3=O)C)=O)C)C3=CC(=CC=C3)F)=C (9-(4-Chlorothiazol-2-yl)-5-(3-fluorophenyl)-1,3-dimethyl-8-methylene-8,9-dihydro-1H-pyrimido[4,5-a]pyrrolizine-2,4(3H,7H)-dione). Solvent: C1CCOC1 (THF). Conditions: time 2 hour. Reactants: [H-].[Na+] (Sodium hydride), CS(=O)(=O)OCC(=C)C(C=1NC(=C2C1N(C(N(C2=O)C)=O)C)C2=CC(=CC=C2)F)C=2SC=C(N2)Cl (2-((4-chlorothiazol-2-yl) (5-(3-fluorophenyl)-1,3-dimethyl-2,4-dioxo-2,3,4,6-tetrahydro-1H-pyrrolo[3,4-d]pyrimidin-7-yl)methyl)allyl methanesulfonate), [H-].[Na+] (sodium hydride). Reported procedure: Sodium hydride (60% wt. in mineral oil, 31.2 mg, 0.779 mmol) was added to a solution of 2-((4-chlorothiazol-2-yl) (5-(3-fluorophenyl)-1,3-dimethyl-2,4-dioxo-2,3,4,6-tetrahydro-1H-pyrrolo[3,4-d]pyrimidin-7-yl)methyl)allyl methanesulfonate (140 mg, 0.260 mmol) in THF (8 mL). The mixture was stirred at room temperature for 2 hours. A further portion of sodium hydride (31.2 mg, 0.779 mmol) was added to allow the reaction to run to completion. The reaction was quenched with water and extracted with D... As a reaction SMILES: [H-].[Na+].CS(O[CH2:8][C:9]([CH:11]([C:32]1[S:33][CH:34]=[C:35]([Cl:37])[N:36]=1)[C:12]1[NH:13][C:14]([C:25]2[CH:30]=[CH:29][CH:28]=[C:27]([F:31])[CH:26]=2)=[C:15]2[C:20](=[O:21])[N:19]([CH3:22])[C:18](=[O:23])[N:17]([CH3:24])[C:16]=12)=[CH2:10])(=O)=O>C1COCC1>[Cl:37][C:35]1[N:36]=[C:32]([CH:11]2[C:12]3[N:13]([C:14]([C:25]4[CH:30]=[CH:29][CH:28]=[C:27]([F:31])[CH:26]=4)=[C:15]4[C:20](=[O:21])[N:19]([CH3:22])[C:18](=[O:23])[N:17]([CH3:24])[C:16]4=3)[CH2:10][C:9]2=[CH2:8])[S:33][CH:34]=1 |f:0.1|. The reactants are [BH4-], COc1ccc(C2Sc3ccccc3NC(=O)C2=O)cc1, Cl, CC(C)(C)C(N)C(=O)O, [Na+], C1CCOC1. Product: COc1ccc(C2Sc3ccccc3NC(=O)C2O)cc1. RXN SMILES: [BH4-:10].[CH3:12][O:13][c:14]1[cH:15][cH:16][c:17]([CH:20]2[S:21][c:22]3[c:23]([cH:29][cH:30][cH:31][cH:32]3)[NH:24][C:25](=[O:28])[C:26]2=[O:27])[cH:18][cH:19]1.[ClH:33].[NH2:1][CH:2]([C:3]([OH:4])=[O:5])[C:6]([CH3:7])([CH3:8])[CH3:9].[Na+:11].[O:34]1[CH2:35][CH2:36][CH2:37][CH2:38]1>>[CH3:12][O:13][c:14]1[cH:15][cH:16][c:17]([CH:20]2[S:21][c:22]3[c:23]([cH:29][cH:30][cH:31][cH:32]3)[NH:24][C:25](=[O:28])[CH:26]2[OH:27])[cH:18][cH:19]1. The reactants are solution, [Li+].C[Si](C)(C)[N-][Si](C)(C)C (LiHMDS), N1N=CC=C1 (1H-pyrazole), Cl[Si](C)(C)C (chlorotrimethylsilane), C([O-])([O-])=O.[K+].[K+] (potassium carbonate), solid, BrN1C(CCC1=O)=O (N-bromosuccinimide), COCCCC(=O)OC (methyl 4-methoxybutanoate). Solvent: O1CCCC1 (tetrahydrofuran), O (water), C1CCOC1 (THF). Conditions: time 1 hour. Product: COCCC(C(=O)OC)N1N=CC=C1 (Methyl 4-methoxy-2-(1H-pyrazol-1-yl)butanoate). The yield is 13.1%. Reaction SMILES: [CH3:1][O:2][CH2:3][CH2:4][CH2:5][C:6]([O:8][CH3:9])=[O:7].[Li+].C[Si]([N-][Si](C)(C)C)(C)C.Cl[Si](C)(C)C.BrN1C(=O)CCC1=O.C(=O)([O-])[O-].[K+].[K+].[NH:39]1[CH:43]=[CH:42][CH:41]=[N:40]1>C1COCC1.O>[CH3:1][O:2][CH2:3][CH2:4][CH:5]([N:39]1[CH:43]=[CH:42][CH:41]=[N:40]1)[C:6]([O:8][CH3:9])=[O:7] |f:1.2,5.6.7|. Reported procedure: To a stirred, cooled (−78° C.) solution of 1.32 g (10.0 mmol) of methyl 4-methoxybutanoate in 15 mL of anhydrous THF under an atmosphere of nitrogen was added 10.5 mL (10.5 mmol) of a 1.0 M solution of LiHMDS in tetrahydrofuran. The resulting mixture was stirred for 1 h, then 1.09 g (10 mmol) of chlorotrimethylsilane was added. After stirring for 20 min, 1.78 g (10.0 mmol) of solid N-bromosuccinimide was added and the mixture was stirred for 2 h at −78° C., then slowly warmed to ambient temperat...